Dataset: the Open Reaction Database (ORD), a public repository of structured organic reaction records. Task: describe an organic reaction: reactants, conditions, products, and yield The reactants are COC1=C(C=CC=C1)N1CCN(CC1)CCC(=O)OCC (Ethyl 3-[4-(2-methoxyphenyl)piperazino]propanoate), O.NN (hydrazine monohydrate). Solvent: C(C)O (ethanol). Product: COC1=C(C=CC=C1)N1CCN(CC1)CCC(=O)NN (3-[4-(2-Methoxyphenyl)piperazino]propanohydrazide). Yield: 86.1%. As a reaction SMILES: [CH3:1][O:2][C:3]1[CH:8]=[CH:7][CH:6]=[CH:5][C:4]=1[N:9]1[CH2:14][CH2:13][N:12]([CH2:15][CH2:16][C:17]([O:19]CC)=O)[CH2:11][CH2:10]1.O.[NH2:23][NH2:24]>C(O)C>[CH3:1][O:2][C:3]1[CH:8]=[CH:7][CH:6]=[CH:5][C:4]=1[N:9]1[CH2:14][CH2:13][N:12]([CH2:15][CH2:16][C:17]([NH:23][NH2:24])=[O:19])[CH2:11][CH2:10]1 |f:1.2|. Procedure details: A solution of ethyl 3-[4-(2-methoxyphenyl)piperazino]propanoate D1 (8.30 g, 28.38 mmol) and hydrazine monohydrate (8.52 g, 8.3 mL, 170.03 mmol) in ethanol (80 mL) was refluxed for 18 hrs. The solvent was evaporated under reduced pressure, the resulting solid was slurred in 50% acetone in hexane, filtered and dried to afford 6.80 g (87%) 3-[4-(2-methoxyphenyl)piperazino]propanohydrazide D2 as a white solid. Reactants: ClC1=NC(=NC=C1)SC (4-Chloro-2-(methylthio)pyrimidine), [O-]CC.[Na+] (sodium ethoxide). Run in C(C)O (ethanol). Reaction conditions: temperature 60 celsius, time 10 hour. Yields the product C(C)OC1=NC(=NC=C1)SC (4-ethoxy-2-(methylthio)pyrimidine). Isolated yield 94.4%. RXN SMILES: Cl[C:2]1[CH:7]=[CH:6][N:5]=[C:4]([S:8][CH3:9])[N:3]=1.[O-:10][CH2:11][CH3:12].[Na+]>C(O)C>[CH2:11]([O:10][C:2]1[CH:7]=[CH:6][N:5]=[C:4]([S:8][CH3:9])[N:3]=1)[CH3:12] |f:1.2|. Procedure: 4-Chloro-2-(methylthio)pyrimidine (3.0 g) was dissolved in ethanol (30 mL), sodium ethoxide (2.54 g) was added, and the mixture was stirred at 60° C. for 10 hr. The reaction mixture was cooled, and the solvent was concentrated under reduced pressure. Water was added, and the mixture was extracted with diethyl ether. The organic layer was washed with saturated brine and dried over anhydrous sodium sulfate. The solvent was evaporated under reduced pressure to give the title compound (3.0 g) as a s... The reactants are [OH-].[Na+] (sodium hydroxide), ClC1=CC=C(C=C1)S(=O)(=O)NCCC1=CC=C(OC(C(=O)NCC(=O)OC)F)C=C1 (methyl {4-[2-(4-chlorophenyl)sulfonylaminoethyl]-2-fluorophenoxyacetylamino}acetate), Cl (hydrochloric acid). Solvent: CO (methanol). Reaction conditions: time 3 hour. Product: ClC1=CC=C(C=C1)S(=O)(=O)NCCC1=CC=C(OC(C(=O)NCC(=O)O)F)C=C1 ({4-[2-(4-chlorophenyl)sulfonylaminoethyl]-2-fluorophenoxyacetylamino}acetic acid). The yield is 92.7%. As a reaction SMILES: [Cl:1][C:2]1[CH:7]=[CH:6][C:5]([S:8]([NH:11][CH2:12][CH2:13][C:14]2[CH:30]=[CH:29][C:17]([O:18][CH:19]([F:28])[C:20]([NH:22][CH2:23][C:24]([O:26]C)=[O:25])=[O:21])=[CH:16][CH:15]=2)(=[O:10])=[O:9])=[CH:4][CH:3]=1.[OH-].[Na+].Cl>CO>[Cl:1][C:2]1[CH:7]=[CH:6][C:5]([S:8]([NH:11][CH2:12][CH2:13][C:14]2[CH:15]=[CH:16][C:17]([O:18][CH:19]([F:28])[C:20]([NH:22][CH2:23][C:24]([OH:26])=[O:25])=[O:21])=[CH:29][CH:30]=2)(=[O:10])=[O:9])=[CH:4][CH:3]=1 |f:1.2|. Procedure: 623 mg of methyl {4-[2-(4-chlorophenyl)sulfonylaminoethyl]-2-fluorophenoxyacetylamino}acetate are dissolved in 8 ml of methanol, and 2.8 ml of an aqueous 1N sodium hydroxide solution are added thereto. After the mixture is allowed to stand for 3 hours, the mixture is made acidic with 10% hydrochloric acid, extracted with ethyl acetate, dried and evaporated to remove the solvent. The residue is recrystallized from a mixture of tetrahydrofuran, isoproylether and n-hexane. 560 mg of {4-[2-(4-chloro... Reactants: ClCCl, O=[Cr](=O)=O, OCc1ccccc1, c1ccncc1. The product is O=Cc1ccccc1. Reaction SMILES: [Cl:19][CH2:20][Cl:21].[O:7]=[Cr:8](=[O:9])=[O:10].[OH:11][CH2:12][c:13]1[cH:14][cH:15][cH:16][cH:17][cH:18]1.[cH:1]1[cH:2][cH:3][n:4][cH:5][cH:6]1>>[O:11]=[CH:12][c:13]1[cH:14][cH:15][cH:16][cH:17][cH:18]1.